From a dataset of the Open Reaction Database (ORD), a public repository of structured organic reaction records. describe an organic reaction: reactants, conditions, products, and yield The reactants are FC1=C(C(=O)O)C=CC(=C1F)F (2,3,4-trifluorobenzoic acid), C[Si](C)(C)[N-][Si](C)(C)C.[Li+] (lithium bis(trimethylsilyl)amide), C[C@@H]1CNC[C@@H](O1)C (cis-2,6-dimethylmorpholine), C[Si](C)(C)[N-][Si](C)(C)C.[Li+] (lithium bis(trimethylsilyl)amide). Run in C1CCOC1 (THF). Conditions: time 45 minute. Product: C[C@@H]1CN(C[C@@H](O1)C)C1=C(C(=O)O)C=CC(=C1F)F (2-((2R,6S)-2,6-dimethyl-morpholin-4-yl)-3,4-difluoro-benzoic acid). RXN SMILES: F[C:2]1[C:10]([F:11])=[C:9]([F:12])[CH:8]=[CH:7][C:3]=1[C:4]([OH:6])=[O:5].C[Si]([N-][Si](C)(C)C)(C)C.[Li+].[CH3:23][C@H:24]1[O:29][C@@H:28]([CH3:30])[CH2:27][NH:26][CH2:25]1>C1COCC1>[CH3:30][C@H:28]1[O:29][C@@H:24]([CH3:23])[CH2:25][N:26]([C:2]2[C:10]([F:11])=[C:9]([F:12])[CH:8]=[CH:7][C:3]=2[C:4]([OH:6])=[O:5])[CH2:27]1 |f:1.2|. Procedure details: To a stirred solution of 2,3,4-trifluorobenzoic acid (25.0 g, 142 mmol) in THF (250 mL), was added lithium bis(trimethylsilyl)amide (1M in THF, 156 mL, 156 mmol) at −78° C. under nitrogen atmosphere and the solution stirred for 45 min. To this was added a premixed solution of cis-2,6-dimethylmorpholine (17.4 mL, 142 mmol) and lithium bis(trimethylsilyl)amide (1M in THF, 156 mL, 156 mmol) (which was stirred for 45 minutes at −78° C., before the addition was made) and stirring continued for 1 h at... Reaction SMILES: [C:33](=[O:34])([OH:35])[O-:36].[CH2:1]([c:2]1[cH:3][cH:4][cH:5][cH:6][cH:7]1)[O:8][C:9]([NH:10][CH:11]([CH2:12][CH3:13])[C:14]1([c:24]2[cH:25][cH:26][c:27]([O:30][CH3:31])[cH:28][cH:29]2)[CH2:15][CH2:16][C:17]2([O:18][CH2:21][CH2:20][O:19]2)[CH2:22][CH2:23]1)=[O:32].[CH3:38][C:39](=[O:40])[CH3:41].[ClH:42].[Na+:37]>>[CH2:1]([c:2]1[cH:3][cH:4][cH:5][cH:6][cH:7]1)[O:8][C:9]([NH:10][CH:11]([CH2:12][CH3:13])[C:14]1([c:24]2[cH:25][cH:26][c:27]([O:30][CH3:31])[cH:28][cH:29]2)[CH2:15][CH2:16][C:17](=[O:18])[CH2:22][CH2:23]1)=[O:32]. Yields the product CCC(NC(=O)OCc1ccccc1)C1(c2ccc(OC)cc2)CCC(=O)CC1. Starting materials: O=C([O-])O, CCC(NC(=O)OCc1ccccc1)C1(c2ccc(OC)cc2)CCC2(CC1)OCCO2, CC(C)=O, Cl, [Na+]. Reported procedure: 2-Methyl-5-phenylisoxazolidine (12.6 g, 77.3 mmol) in EtOH (134 g) is mixed with 5% Pd/C (1.2 g) in a glass pressure reactor. The reactor is warmed to 40°-50° C. and the pressure maintained at 40 psig with H2 until the pressure becomes constant (ca. 24 hours). The mixture is filtered through Celite and the solvent is removed to give N-methyl-3-phenyl-3-hydroxypropylamine. Yields the product CNCCC(O)C1=CC=CC=C1 (N-methyl-3-phenyl-3-hydroxypropylamine). The solvent is CCO (EtOH). Reactants: CN1OC(CC1)C1=CC=CC=C1 (2-Methyl-5-phenylisoxazolidine). Reagents/catalysts: [Pd] (Pd/C). Reaction SMILES: [CH3:1][N:2]1[CH2:6][CH2:5][CH:4]([C:7]2[CH:12]=[CH:11][CH:10]=[CH:9][CH:8]=2)[O:3]1>CCO.[Pd]>[CH3:1][NH:2][CH2:6][CH2:5][CH:4]([C:7]1[CH:12]=[CH:11][CH:10]=[CH:9][CH:8]=1)[OH:3]. Reactants: C(C)(C)(C)OC(C(=O)OC)C=1C(=C2C(=NC1C)NC=C2)C=2C=C1CCCOC1=CC2 (methyl 2-(tert-butoxy)-2-(4-(chroman-6-yl)-6-methyl-1H-pyrrolo[2,3-b]pyridin-5-yl)acetate), COC1=C(C=C(CBr)C=C1)C(F)(F)F (4-methoxy-3-(trifluoromethyl)benzyl bromide). Product: C(C)(C)(C)OC(C(=O)O)C=1C(=C2C(=NC1C)N(C=C2)CC2=CC(=C(C=C2)OC)C(F)(F)F)C=2C=C1CCCOC1=CC2 (2-(tert-butoxy)-2-(4-(chroman-6-yl)-1-(4-methoxy-3-(trifluoromethyl)benzyl)-6-methyl-1H-pyrrolo[2,3-b]pyridin-5-yl)acetic acid). Reaction SMILES: [C:1]([O:5][CH:6]([C:11]1[C:12]([C:21]2[CH:22]=[C:23]3[C:28](=[CH:29][CH:30]=2)[O:27][CH2:26][CH2:25][CH2:24]3)=[C:13]2[CH:20]=[CH:19][NH:18][C:14]2=[N:15][C:16]=1[CH3:17])[C:7]([O:9]C)=[O:8])([CH3:4])([CH3:3])[CH3:2].[CH3:31][O:32][C:33]1[CH:40]=[CH:39][C:36]([CH2:37]Br)=[CH:35][C:34]=1[C:41]([F:44])([F:43])[F:42]>>[C:1]([O:5][CH:6]([C:11]1[C:12]([C:21]2[CH:22]=[C:23]3[C:28](=[CH:29][CH:30]=2)[O:27][CH2:26][CH2:25][CH2:24]3)=[C:13]2[CH:20]=[CH:19][N:18]([CH2:37][C:36]3[CH:39]=[CH:40][C:33]([O:32][CH3:31])=[C:34]([C:41]([F:42])([F:43])[F:44])[CH:35]=3)[C:14]2=[N:15][C:16]=1[CH3:17])[C:7]([OH:9])=[O:8])([CH3:2])([CH3:3])[CH3:4]. Reported procedure: The title compound was prepared in a manner similar to that described in Example 27, Step H from methyl 2-(tert-butoxy)-2-(4-(chroman-6-yl)-6-methyl-1H-pyrrolo[2,3-b]pyridin-5-yl)acetate and 4-methoxy-3-(trifluoromethyl)benzyl bromide. 1H NMR (400 MHz, CHLOROFORM-d) δ ppm 7.58 (s, 1 H), 7.50-7.37 (m, 2 H), 7.26-7.19 (m, 1 H), 7.04-7.00 (m, 1 H), 6.98-6.89 (m, 2 H), 6.27-6.20 (m, 1 H), 5.62-5.56 (m, 1 H), 5.53-5.44 (m, 1 H), 5.43-5.34 (m, 1 H), 4.32-4.24 (m, 2 H), 3.89 (s, 3 H), 2.96-2.79 (m, 2 H... Reactants: CI, CN(C)C=O, COc1cc(Cl)ccc1NC(=O)C1CCCn2c1nc(-c1ccncn1)cc2=O, ClCCl, [H-], [Na+], O. The product is COc1cc(Cl)ccc1NC(=O)C1(C)CCCn2c1nc(-c1ccncn1)cc2=O. Reaction SMILES: [CH3:32][I:33].[CH3:34][N:35]([CH3:36])[CH:37]=[O:38].[Cl:1][c:2]1[cH:3][c:4]([O:28][CH3:29])[c:5]([NH:8][C:9](=[O:10])[CH:11]2[CH2:12][CH2:13][CH2:14][n:15]3[c:16]2[n:17][c:18](-[c:22]2[n:23][cH:24][n:25][cH:26][cH:27]2)[cH:19][c:20]3=[O:21])[cH:6][cH:7]1.[Cl:40][CH2:41][Cl:42].[H-:30].[Na+:31].[OH2:39]>>[Cl:1][c:2]1[cH:3][c:4]([O:28][CH3:29])[c:5]([NH:8][C:9](=[O:10])[C:11]2([CH3:32])[CH2:12][CH2:13][CH2:14][n:15]3[c:16]2[n:17][c:18](-[c:22]2[n:23][cH:24][n:25][cH:26][cH:27]2)[cH:19][c:20]3=[O:21])[cH:6][cH:7]1. The reactants are OC1=C2C=CCC2=CC=C1 (4-hydroxyindene), [OH-].[K+] (potassium hydroxide), ClCC(CNC(C)C)O (1-chloro-2-hydroxy-3-isopropylaminopropane). Conditions: time 15 hour. The product is C(C)(C)NCC(COC1=C2C=CCC2=CC=C1)O (4-(3-isopropylamino-2-hydroxypropoxy)indene). RXN SMILES: [OH:1][C:2]1[CH:10]=[CH:9][CH:8]=[C:7]2[C:3]=1[CH:4]=[CH:5][CH2:6]2.[OH-].[K+].Cl[CH2:14][CH:15]([OH:21])[CH2:16][NH:17][CH:18]([CH3:20])[CH3:19]>>[CH:18]([NH:17][CH2:16][CH:15]([OH:21])[CH2:14][O:1][C:2]1[CH:10]=[CH:9][CH:8]=[C:7]2[C:3]=1[CH:4]=[CH:5][CH2:6]2)([CH3:20])[CH3:19] |f:1.2|. Reported procedure: To a solution of 0.44 g. of 4-hydroxyindene in 4 ml. of an aqueous 10% potassium hydroxide solution there was added 0.65 g. of 1-chloro-2-hydroxy-3-isopropylaminopropane. After stirring the resulting mixture at room temperature for 15 hours, the reaction mixture was extracted with ether, the ether extract was dried with anhydrous sodium carbonate and the ether was distilled off under reduced pressure. The residue was subjected to silica gel column chromatography using acetone as eluent, and 0.23... The reactants are ClC=1C=C2C(=C(NC2=CC1)C(OCC)=N)S(=O)(=O)C1=CC=CC=C1 (Ethyl 5-chloro-3-phenylsulfonylindole-2-carboximidate), N#CN (cyanamide). The solvent is CO (methanol). Product: C(#N)NC(=N)C=1NC2=CC=C(C=C2C1S(=O)(=O)C1=CC=CC=C1)Cl (N-Cyano-5-chloro-3-phenylsulfonylindole-2-carboximidamide). Reaction SMILES: [Cl:1][C:2]1[CH:3]=[C:4]2[C:8](=[CH:9][CH:10]=1)[NH:7][C:6]([C:11](=[NH:15])OCC)=[C:5]2[S:16]([C:19]1[CH:24]=[CH:23][CH:22]=[CH:21][CH:20]=1)(=[O:18])=[O:17].[N:25]#[C:26][NH2:27]>CO>[C:26]([NH:27][C:11]([C:6]1[NH:7][C:8]2[C:4]([C:5]=1[S:16]([C:19]1[CH:24]=[CH:23][CH:22]=[CH:21][CH:20]=1)(=[O:18])=[O:17])=[CH:3][C:2]([Cl:1])=[CH:10][CH:9]=2)=[NH:15])#[N:25]. Procedure: Ethyl 5-chloro-3-phenylsulfonylindole-2-carboximidate is reacted with an equimolar amount of cyanamide in absolute methanol (according to the procedure of K. R. Huffman and F. C. Schaefer (J. Org. Chem., 28, 1812 (1963)). After 30-60 minutes the solvent is removed and the residue purified by silica gel chromatography to afford the title compound.